Dataset: the Open Reaction Database (ORD), a public repository of structured organic reaction records. Task: describe an organic reaction: reactants, conditions, products, and yield Starting materials: C(C1=CC=CC=C1)CCC(=S)O (3-benzylthiopropionic acid), FC1=CC=C(CS)C=C1 (4-fluorobenzylmercaptan), C1(CCCCC1)N=C=NC1CCCCC1 (dicyclohexylcarbodiimide). Run in C(Cl)Cl (methylene chloride), C(Cl)Cl (methylene chloride). Run at time 8 hour. Product: C(C1=CC=CC=C1)CCC(SCC1=CC=C(C=C1)F)=S (S-(4-Fluorobenzyl) 3-benzylthiopropionothioate). RXN SMILES: C1(N=C=NC2CCCCC2)CCCCC1.[CH2:16]([CH2:23][CH2:24][C:25](O)=[S:26])[C:17]1[CH:22]=[CH:21][CH:20]=[CH:19][CH:18]=1.[F:28][C:29]1[CH:36]=[CH:35][C:32]([CH2:33][SH:34])=[CH:31][CH:30]=1>C(Cl)Cl>[CH2:16]([CH2:23][CH2:24][C:25](=[S:26])[S:34][CH2:33][C:32]1[CH:35]=[CH:36][C:29]([F:28])=[CH:30][CH:31]=1)[C:17]1[CH:22]=[CH:21][CH:20]=[CH:19][CH:18]=1. Reported procedure: 6.18 g (30 mmoles) of dicyclohexylcarbodiimide in 20 ml of methylene chloride were added to a solution, which had been cooled to 0° C., of 5.9 g (30 mmoles) of 3-benzylthiopropionic acid and 4.26 g (30 mmoles) of 4-fluorobenzylmercaptan in 25 ml of methylene chloride, and the mixture was kept overnight at room temperature. After filtering off the dicyclohexylurea and stripping off the solvent, the crude product was purified, first by chromatography, on silica gel, from 1:2 methylene chloride/pet... The reactants are C(C)(C)(C)OC(=O)N[C@H](CC1=CNC2=CC=CC=C12)C(=O)O (N-tert-butoxycarbonyl-D-tryptophan), CC1=CC=C(C=C1)S(=O)(=O)OC(C)C (isopropyl 4-methylbenzenesulfonate). Yields the product C(C)(C)(C)OC(=O)N[C@@H](C(=O)O)CC1=CN(C2=CC=CC=C12)C(C)C ((R)-2-(tert-butoxycarbonylamino)-3-(1-isopropyl-1H-indol-3-yl)propanoic acid). Yield: 43.3%. As a reaction SMILES: [C:1]([O:5][C:6]([NH:8][C@@H:9]([C:20]([OH:22])=[O:21])[CH2:10][C:11]1[C:19]2[C:14](=[CH:15][CH:16]=[CH:17][CH:18]=2)[NH:13][CH:12]=1)=[O:7])([CH3:4])([CH3:3])[CH3:2].[CH3:23][C:24]1C=CC(S(OC(C)C)(=O)=O)=C[CH:25]=1>>[C:1]([O:5][C:6]([NH:8][C@H:9]([CH2:10][C:11]1[C:19]2[C:14](=[CH:15][CH:16]=[CH:17][CH:18]=2)[N:13]([CH:24]([CH3:25])[CH3:23])[CH:12]=1)[C:20]([OH:22])=[O:21])=[O:7])([CH3:4])([CH3:2])[CH3:3]. Reported procedure: The procedure of Referential Example 1(a) was repeated, except that N-tert-butoxycarbonyl-D-tryptophan (3.0 g) and isopropyl 4-methylbenzenesulfonate (3.17 g) were used, whereby the title compound (1.48 g) was yielded.